Dataset: the Open Reaction Database (ORD), a public repository of structured organic reaction records. Task: describe an organic reaction: reactants, conditions, products, and yield The product is ClC=1C(=NN(C1C(F)(F)F)C)C1=CC(=C(OCC(=O)OCCCC)C=C1F)[N+](=O)[O-] ((4-(4-chloro-1-methyl-5-(trifluoromethyl)-1H-pyrazol-3-yl)-5-fluoro-2-nitrophenoxy)acetic acid, butyl ester). Run at temperature 25 celsius. Procedure details: A solution of 3.4 g (0.01 mole) 4-chloro-3-(2,4-difluoro-5-nitrophenyl)-1-methyl-5-(trifluoro-methyl)-1H-pyrazole and 1.4 mL (0.011 mole) butyl glycolate in 25 mL anhydrous THF was chilled to 0° C. Maintaining the temperature below 5° C., 0.33 g (0.011 mole) NaH was added in portions. Once the addition was completed, the reaction mixture was allowed to warm to 25° C. After 3 hours the mixture was carefully quenched with water and extracted with ethyl acetate. The ethyl acetate extracts were wash... Isolated yield 71.6%. The solvent is C1CCOC1 (THF). Reactants: ClC=1C(=NN(C1C(F)(F)F)C)C1=C(C=C(C(=C1)[N+](=O)[O-])F)F (4-chloro-3-(2,4-difluoro-5-nitrophenyl)-1-methyl-5-(trifluoro-methyl)-1H-pyrazole), C(CO)(=O)OCCCC (butyl glycolate), [H-].[Na+] (NaH). Reaction SMILES: [Cl:1][C:2]1[C:3]([C:12]2[CH:17]=[C:16]([N+:18]([O-:20])=[O:19])[C:15](F)=[CH:14][C:13]=2[F:22])=[N:4][N:5]([CH3:11])[C:6]=1[C:7]([F:10])([F:9])[F:8].[C:23]([O:27][CH2:28][CH2:29][CH2:30][CH3:31])(=[O:26])[CH2:24][OH:25].[H-].[Na+]>C1COCC1>[Cl:1][C:2]1[C:3]([C:12]2[C:13]([F:22])=[CH:14][C:15]([O:25][CH2:24][C:23]([O:27][CH2:28][CH2:29][CH2:30][CH3:31])=[O:26])=[C:16]([N+:18]([O-:20])=[O:19])[CH:17]=2)=[N:4][N:5]([CH3:11])[C:6]=1[C:7]([F:10])([F:9])[F:8] |f:2.3|.